Dataset: the Open Reaction Database (ORD), a public repository of structured organic reaction records. Task: describe an organic reaction: reactants, conditions, products, and yield The reactants are CCOC(C)=O, CS(=O)(=O)OC1CCN(c2ccc([N+](=O)[O-])cc2)C1, [O-][I+2]([O-])[O-], [Na+], c1cscn1. Yields the product CS(=O)(=O)[O-], O=[N+]([O-])c1ccc(N2CCC([n+]3ccsc3)C2)cc1. RXN SMILES: [CH2:30]([O:31][C:32](=[O:33])[CH3:34])[CH3:35].[CH3:1][S:2](=[O:3])(=[O:4])[O:5][CH:6]1[CH2:7][N:8]([c:11]2[cH:12][cH:13][c:14]([N+:17](=[O:18])[O-:19])[cH:15][cH:16]2)[CH2:9][CH2:10]1.[I+2:20]([O-:21])([O-:22])[O-:23].[Na+:24].[cH:25]1[cH:26][s:27][cH:28][n:29]1>>[CH3:1][S:2](=[O:3])(=[O:4])[O-:5].[CH:6]1([n+:29]2[cH:25][cH:26][s:27][cH:28]2)[CH2:7][N:8]([c:11]2[cH:12][cH:13][c:14]([N+:17](=[O:18])[O-:19])[cH:15][cH:16]2)[CH2:9][CH2:10]1. Reactants: N[C@@H](CC(=O)[O-])C(=O)[O-].[NH4+].[NH4+] (ammonium aspartate), N[C@@H](CC(=O)[O-])C(=O)[O-].[Na+].[Na+] (sodium aspartate). Yields the product N[C@@H](CC(=O)[O-])C(=O)[O-].[Na+].[Na+] (sodium aspartate), C1(CCC(N1)=O)=O (succinimide). RXN SMILES: [NH2:1][C@H:2]([C:7]([O-:9])=[O:8])[CH2:3][C:4]([O-:6])=[O:5].[NH4+:10].[NH4+].N[C@H:13]([C:18]([O-])=[O:19])[CH2:14][C:15]([O-])=[O:16].[Na+:21].[Na+]>>[NH2:1][C@H:2]([C:7]([O-:9])=[O:8])[CH2:3][C:4]([O-:6])=[O:5].[Na+:21].[Na+:21].[C:18]1(=[O:19])[NH:10][C:15](=[O:16])[CH2:14][CH2:13]1 |f:0.1.2,3.4.5,6.7.8|. Procedure: The reactions and procedures of this Example were repeated, except that the monomer ratios of ammonium aspartate and sodium aspartate were adjusted (in part A) to produce a 1:2 copolymer of sodium aspartate and succinimide. A solution of this copolymer was titrated to pH 4.0 and ring-closed as above. The resulting terpolymer of sodium aspartate, asparagine, and succinimide had a residue ratio of 0.53:10.97 (asp:asn:suc). This terpolymer also was water-soluble. The reactants are [Cl-].[Al+3].[Cl-].[Cl-] (aluminum chloride), C1(=CC=CC=C1)C(C1=CC=CC=C1)OC(=O)C1=C(CS[C@H]2N1C([C@H]2NC(\C(=N/OC(C2=CC=CC=C2)(C2=CC=CC=C2)C2=CC=CC=C2)\C=2N=C(SC2)NC(=O)OC(C)(C)C)=O)=O)SC(C(C2=CC=CC=C2)(C2=CC=CC=C2)C2=CC=CC=C2)SCC=2N=NNC2 (7β-[(Z)-2-(2-t-butoxycarbonylaminothiazol-4-yl)-2-trityloxyiminoacetamido]-3-(1-trityl-1,2,3-triazol-4-ylmethylthiomethylthio)-3-cephem-4-carboxylic acid diphenylmethyl ester), Cl (hydrochloric acid). Run in C1(=CC=CC=C1)OC (anisole), O (water), C1(=CC=CC=C1)OC (anisole), [N+](=O)([O-])C (nitromethane). Run at time 1 hour. Product: NC=1SC=C(N1)/C(/C(=O)N[C@H]1[C@@H]2N(C(=C(CS2)SCSCC=2N=NNC2)C(=O)O)C1=O)=N/O (7β-[(Z)-2-(2-aminothiazol-4-yl)-2-hydroxyiminoacetamido]-3-(1,2,3-triazol-4-ylmethylthiomethylthio)-3-cephem-4-carboxylic acid). Yield: 68.1%. RXN SMILES: C1(C([O:14][C:15]([C:17]2[N:22]3[C:23](=[O:63])[C@@H:24]([NH:25][C:26](=[O:62])/[C:27](/[C:49]4[N:50]=[C:51]([NH:54]C(OC(C)(C)C)=O)[S:52][CH:53]=4)=[N:28]\[O:29]C(C4C=CC=CC=4)(C4C=CC=CC=4)C4C=CC=CC=4)[C@H:21]3[S:20][CH2:19][C:18]=2[S:64][CH:65]([S:85][CH2:86][C:87]2[N:88]=[N:89][NH:90][CH:91]=2)C(C2C=CC=CC=2)(C2C=CC=CC=2)C2C=CC=CC=2)=[O:16])C2C=CC=CC=2)C=CC=CC=1.[Cl-].[Al+3].[Cl-].[Cl-].Cl>C1(OC)C=CC=CC=1.[N+](C)([O-])=O.O>[NH2:54][C:51]1[S:52][CH:53]=[C:49](/[C:27](=[N:28]/[OH:29])/[C:26]([NH:25][C@@H:24]2[C:23](=[O:63])[N:22]3[C:17]([C:15]([OH:16])=[O:14])=[C:18]([S:64][CH2:65][S:85][CH2:86][C:87]4[N:88]=[N:89][NH:90][CH:91]=4)[CH2:19][S:20][C@H:21]23)=[O:62])[N:50]=1 |f:1.2.3.4|. Procedure details: To a solution of 7β-[(Z)-2-(2-t-butoxycarbonylaminothiazol-4-yl)-2-trityloxyiminoacetamido]-3-(1-trityl-1,2,3-triazol-4-ylmethylthiomethylthio)-3-cephem-4-carboxylic acid diphenylmethyl ester (1.13 g: 0.884 mMol.) in a mixture of anisole (3 ml) and nitromethane (12 ml) at -40° C. is added a solution of aluminum chloride (0.94 g: 7.07 mMol.) in anisole (3 mi), and the mixture is stirred at -30° to -40° C. for 1 hour. The reaction mixture is mixed with 1N-hydrochloric acid (7.5 ml) and diluted wit...